Dataset: the Open Reaction Database (ORD), a public repository of structured organic reaction records. Task: describe an organic reaction: reactants, conditions, products, and yield Starting materials: BrCCBr, CC(C)(C)c1cc(Br)cc(Br)c1O, CC(C)=O, [K+], [K+], O=C([O-])[O-]. Product: CC(C)(C)c1cc(Br)cc(Br)c1OCCBr. As a reaction SMILES: [Br:14][CH2:15][CH2:16][Br:17].[Br:1][c:2]1[c:3]([OH:13])[c:4]([C:9]([CH3:10])([CH3:11])[CH3:12])[cH:5][c:6]([Br:8])[cH:7]1.[CH3:24][C:25](=[O:26])[CH3:27].[K+:18].[K+:19].[O-:20][C:21]([O-:22])=[O:23]>>[Br:1][c:2]1[c:3]([O:13][CH2:16][CH2:15][Br:14])[c:4]([C:9]([CH3:10])([CH3:11])[CH3:12])[cH:5][c:6]([Br:8])[cH:7]1. Reactants: [Al] (aluminum), OCC(CO)(CO)CO (pentaerythritol), C(C)OP(OCC)OCC (triethylphosphite), ClC1=C(C(=C(C(=C1O)Cl)Cl)Cl)Cl (pentachlorophenol). The reagents and catalysts are [Fe] (iron). Yields the product ClC1=C(C(=C(C(=C1O)Cl)Cl)Cl)Cl.OCC(CO)(CO)CO.C(C)OP(OCC)OCC.C1C(C)O1 (Pentachlorophenol Pentaerythritol - Triethylphosphite Propylene Oxide). RXN SMILES: [Cl:1][C:2]1[C:7]([OH:8])=[C:6]([Cl:9])[C:5]([Cl:10])=[C:4]([Cl:11])[C:3]=1[Cl:12].[Al].[OH:14][CH2:15][C:16]([CH2:21][OH:22])([CH2:19][OH:20])[CH2:17][OH:18].[CH2:23]([O:25][P:26]([O:30][CH2:31][CH3:32])[O:27][CH2:28][CH3:29])[CH3:24]>[Fe]>[Cl:1][C:2]1[C:7]([OH:8])=[C:6]([Cl:9])[C:5]([Cl:10])=[C:4]([Cl:11])[C:3]=1[Cl:12].[OH:14][CH2:15][C:16]([CH2:21][OH:22])([CH2:19][OH:20])[CH2:17][OH:18].[CH2:23]([O:25][P:26]([O:30][CH2:31][CH3:32])[O:27][CH2:28][CH3:29])[CH3:24].[CH2:6]1[O:8][CH:7]1[CH3:2] |f:5.6.7.8|. Procedure details: A 5-liter flask was charged with 1330 grams of pentachlorophenol, containing about 750 ppm of aluminum and iron compounds, 680 grams of pentaerythritol and 290 grams of triethylphosphite. The mixture was stirred and heated and volatiles were removed until the temperature was 145°C. Propylene oxide was then added until the acid number was less than 1. Since some solid materials was present 253 grams of pentachlorophenol was added and propylene oxide addition was continued until the acid number wa...